describe an organic reaction: reactants, conditions, products, and yield From a dataset of the Open Reaction Database (ORD), a public repository of structured organic reaction records. Reactants: C26H23Cl2N5O2, ClC1=C(C(=O)O)C=CC(=C1)C(=O)NC(C)C1=NC2=C(N1)C=CC(=C2)Cl (rac.-2-chloro-4-{N-[1-(5-chloro-1H-benzimidazol-2-yl)ethyl]aminocarbonyl}benzoic acid), N1=CC=C(C=C1)C1NCCC1 (rac.-2-(pyridin-4-yl)pyrrolidine), C(C)(C)N(CC)C(C)C (diisopropylethylamine), ClCl (chlorine). Run in CS(=O)C (DMSO). Yields the product ClC=1C=C(C(=O)NC(C)C2=NC3=C(N2)C=CC(=C3)Cl)C=CC1C(=O)N1C(CCC1)C1=CC=NC=C1 (rac.-3-chloro-N-[1-(5-chloro-1H-benzimidazol-2-yl)ethyl]-4-[2-(pyridin-4-yl)pyrrolidin 1-ylcarbonyl]benzamide). As a reaction SMILES: [Cl:1][C:2]1[CH:10]=[C:9]([C:11]([NH:13][CH:14]([C:16]2[NH:20][C:19]3[CH:21]=[CH:22][C:23]([Cl:25])=[CH:24][C:18]=3[N:17]=2)[CH3:15])=[O:12])[CH:8]=[CH:7][C:3]=1[C:4]([OH:6])=O.[N:26]1[CH:31]=[CH:30][C:29]([CH:32]2[CH2:36][CH2:35][CH2:34][NH:33]2)=[CH:28][CH:27]=1.C(N(C(C)C)CC)(C)C.ClCl>CS(C)=O>[Cl:1][C:2]1[CH:10]=[C:9]([CH:8]=[CH:7][C:3]=1[C:4]([N:33]1[CH2:34][CH2:35][CH2:36][CH:32]1[C:29]1[CH:28]=[CH:27][N:26]=[CH:31][CH:30]=1)=[O:6])[C:11]([NH:13][CH:14]([C:16]1[NH:20][C:19]2[CH:21]=[CH:22][C:23]([Cl:25])=[CH:24][C:18]=2[N:17]=1)[CH3:15])=[O:12]. Procedure details: Prepared analogously to Example 1d from rac.-2-chloro-4-{N-[1-(5-chloro-1H-benzimidazol-2-yl)ethyl]aminocarbonyl}benzoic acid, rac.-2-(pyridin-4-yl)pyrrolidine, PFTU, and diisopropylethylamine in DMSO at ambient temperature. HPLC-MS results: retention time: 3.87 minutes; C26H23Cl2N5O2 (508.41); mass spectrum: (M−H)−=507/509/511 (chlorine isotope). Starting materials: CC(C)(C)[Si](C)(C)OC(C=CI)CCc1sc2ccccc2c1Cl, [Li]C(C)(C)C, C1CCOC1. Yields the product OCc1sc2ccccc2c1Cl. Reaction SMILES: [C:1]([Si:2]([O:3][CH:4]([CH2:5][CH2:14][c:15]1[c:16]([Cl:24])[c:17]2[c:18]([s:19]1)[cH:20][cH:21][cH:22][cH:23]2)[CH:6]=[CH:7][I:8])([CH3:9])[CH3:10])([CH3:11])([CH3:12])[CH3:13].[C:25]([Li:26])([CH3:27])([CH3:28])[CH3:29].[CH2:30]1[CH2:33][CH2:32][CH2:31][O:34]1>>[CH2:14]([c:15]1[c:16]([Cl:24])[c:17]2[c:18]([s:19]1)[cH:20][cH:21][cH:22][cH:23]2)[OH:34]. Run at temperature 100 celsius, time 2 hour. Starting materials: [N+](=O)([O-])C1=C2C=CC=NC2=C2N=CC=CC2=C1 (5-nitro-1,10-phenanthroline), stannic chloride, [OH-].[Na+] (NaOH). Solvent: C(C)(=O)O (acetic acid), Cl (hydrochloric acid). Reaction SMILES: [N+:1]([C:4]1[CH:17]=[C:16]2[C:11]([N:12]=[CH:13][CH:14]=[CH:15]2)=[C:10]2[C:5]=1[CH:6]=[CH:7][CH:8]=[N:9]2)([O-])=O.[OH-].[Na+]>C(O)(=O)C.Cl>[NH2:1][C:4]1[CH:17]=[C:16]2[C:11]([N:12]=[CH:13][CH:14]=[CH:15]2)=[C:10]2[C:5]=1[CH:6]=[CH:7][CH:8]=[N:9]2 |f:1.2|. Yields the product NC1=C2C=CC=NC2=C2N=CC=CC2=C1 (5-amino-1,10-phenanthroline). Yield: 66.2%. Procedure details: In 3.0 ml of acetic acid was dissolved 1.37 g (5.8 mmol) of 5-nitro-1,10-phenanthroline. A solution prepared by dissolving 1.08 g (4.8 mmol) of stannic chloride (II) dihydrate in 2.2 ml of concentrated hydrochloric acid was added dropwise thereto, followed by stirring at 100° C. for 2 hours. The reaction mixture was made alkaline with a NaOH aqueous solution and extracted with chloroform. After chloroform was distilled off under reduced pressure, a yellow solid was obtained. This was recrystalli... Reactants: CCOc1c(S(C)(=O)=O)cnc2ccc(CO)cc12, ClCCl. The product is CCOc1c(S(C)(=O)=O)cnc2ccc(C=O)cc12. As a reaction SMILES: [CH2:1]([CH3:2])[O:3][c:4]1[c:5]([S:16](=[O:17])(=[O:18])[CH3:19])[cH:6][n:7][c:8]2[cH:9][cH:10][c:11]([CH2:14][OH:15])[cH:12][c:13]12.[Cl:20][CH2:21][Cl:22]>>[CH2:1]([CH3:2])[O:3][c:4]1[c:5]([S:16](=[O:17])(=[O:18])[CH3:19])[cH:6][n:7][c:8]2[cH:9][cH:10][c:11]([CH:14]=[O:15])[cH:12][c:13]12. The reactants are C(C)OC(=O)C=1N=C(SC1)C1=CC(=CC=C1)C=1CC(NC2=C(N1)C=CC(=C2)C2=CC=C(C=C2)F)=O (2-{3-[7-(4-fluoro-phenyl)-4-oxo-4,5-dihydro-3H-benzo[b][1,4]diazepin-2-yl]-phenyl}-thiazole-4-carboxylic acid ethyl ester), [OH-].[K+] (KOH). Solvent: CO (MeOH), CS(=O)C (DMSO). Reaction conditions: temperature 23 celsius, time 0.5 hour. The product is FC1=CC=C(C=C1)C1=CC2=C(N=C(CC(N2)=O)C=2C=C(C=CC2)C=2SC=C(N2)C(=O)O)C=C1 (2-{3-[7-(4-Fluoro-phenyl)-4-oxo-4,5-dihydro-3H-benzo[b][1,4]diazepin-2-yl]-phenyl}-thiazole-4-carboxylic acid). Yield: 54.6%. Reaction SMILES: C([O:3][C:4]([C:6]1[N:7]=[C:8]([C:11]2[CH:16]=[CH:15][CH:14]=[C:13]([C:17]3[CH2:18][C:19](=[O:35])[NH:20][C:21]4[CH:27]=[C:26]([C:28]5[CH:33]=[CH:32][C:31]([F:34])=[CH:30][CH:29]=5)[CH:25]=[CH:24][C:22]=4[N:23]=3)[CH:12]=2)[S:9][CH:10]=1)=[O:5])C.[OH-].[K+]>CO.CS(C)=O>[F:34][C:31]1[CH:32]=[CH:33][C:28]([C:26]2[CH:25]=[CH:24][C:22]3[N:23]=[C:17]([C:13]4[CH:12]=[C:11]([C:8]5[S:9][CH:10]=[C:6]([C:4]([OH:5])=[O:3])[N:7]=5)[CH:16]=[CH:15][CH:14]=4)[CH2:18][C:19](=[O:35])[NH:20][C:21]=3[CH:27]=2)=[CH:29][CH:30]=1 |f:1.2|. Reported procedure: To a solution of 2-{3-[7-(4-fluoro-phenyl)-4-oxo-4,5-dihydro-3H-benzo[b][1,4]diazepin-2-yl]-phenyl}-thiazole-4-carboxylic acid ethyl ester (Example 153) (49 mg, 0.1 mmol) in a mixture of MeOH (1 mL) and DMSO (1.5 mL) was added 2N KOH (1 mL, 2 mmol). The mixture was stirred at 23° C. for 0.5 h and then partitioned between ethyl acetate and H2O. The pH of the aqueous phase was set to 3 by the addition of 3N HCl and then stirred in the ice-bath for 0.5 h. The precipitate was collected by filtration... The reactants are C(=O)(OC(C)(C)C)N1CCC(CC1)CCN=[N+]=[N-] (2-(N-Boc-4-Piperidinyl)ethyl Azide), O (H2O), C1(=CC=CC=C1)P(C1=CC=CC=C1)C1=CC=CC=C1 (triphenylphosphine). The solvent is C1CCOC1 (THF). Conditions: time 3 hour. Yields the product C(=O)(OC(C)(C)C)N1CCC(CC1)CCN (2-(N-Boc-4-Piperidinyl)ethyl Amine). RXN SMILES: [C:1]([N:8]1[CH2:13][CH2:12][CH:11]([CH2:14][CH2:15][N:16]=[N+]=[N-])[CH2:10][CH2:9]1)([O:3][C:4]([CH3:7])([CH3:6])[CH3:5])=[O:2].O.C1(P(C2C=CC=CC=2)C2C=CC=CC=2)C=CC=CC=1>C1COCC1>[C:1]([N:8]1[CH2:13][CH2:12][CH:11]([CH2:14][CH2:15][NH2:16])[CH2:10][CH2:9]1)([O:3][C:4]([CH3:7])([CH3:6])[CH3:5])=[O:2]. Reported procedure: To a solution of 1-5 (19.3 g, 0.076 moles) in THF (400 ml)/H2O (195 ml) was added triphenylphosphine (80.0 g, 0.305 moles) in one portion at room temperature. This was stirred for 3 hours and the solvent was then removed in vacuo. The residue was acidified to pH 2 with 10% KHSO4 solution and this was extracted with 4×100 ml portions of EtOAc. The organic extract was extracted with 2×100 ml portions of 10% KHSO4 and the aqueous phases were combined and the pH was adjusted to pH 10 with 2N NaOH. T... Starting materials: CCO, [Cl-], CC(=O)c1ccc([N+](=O)[O-])c(Oc2cccc(Cl)c2)c1, [Fe], [NH4+], O. The product is CC(=O)c1ccc(N)c(Oc2cccc(Cl)c2)c1. As a reaction SMILES: [CH3:23][CH2:24][OH:25].[Cl-:21].[Cl:1][c:2]1[cH:3][c:4]([O:5][c:6]2[cH:7][c:8]([C:15]([CH3:16])=[O:17])[cH:9][cH:10][c:11]2[N+:12]([O-:13])=[O:14])[cH:18][cH:19][cH:20]1.[Fe:27].[NH4+:22].[OH2:26]>>[Cl:1][c:2]1[cH:3][c:4]([O:5][c:6]2[cH:7][c:8]([C:15]([CH3:16])=[O:17])[cH:9][cH:10][c:11]2[NH2:12])[cH:18][cH:19][cH:20]1. Reactants: sugars, sugars, O=C[C@H](O)[C@@H](O)[C@H](O)CO (xylose), C(C)O (ethanol). The product is O=C[C@H](O)[C@@H](O)[C@H](O)CO (xylose), O=C[C@H](O)[C@@H](O)[C@H](O)[C@H](O)CO (glucose), C(C)O (ethanol). The yield is 70.0%. As a reaction SMILES: [O:1]=[CH:2][C@@H:3]([C@H:5]([C@@H:7]([CH2:9][OH:10])[OH:8])[OH:6])[OH:4].[CH2:11]([OH:13])[CH3:12]>>[O:1]=[CH:2][C@@H:3]([C@H:5]([C@@H:7]([CH2:9][OH:10])[OH:8])[OH:6])[OH:4].[O:1]=[CH:2][C@@H:3]([C@H:5]([C@@H:7]([C@@H:9]([CH2:11][OH:13])[OH:10])[OH:8])[OH:6])[OH:4].[CH2:11]([OH:13])[CH3:12]. Procedure: Engineered bacteria show promise for biofuel production, but yeast fermentation predominates today [42, 43]. Pichia stipitis, which has an innate ability to ferment xylose, is a yeast candidate for bioconversion of lignocellulose-derived sugars [44-46]. Corn stover hydrolyzate sugars are an excellent carbon source for the growth of this yeast (FIG. 5, graph B), and P. stipitis efficiently converts hydrolyzate into ethanol. Fermenting xylose and glucose, the yeasts produced a 70±2% yield of ethan... Reactants: C(=O)(Cl)Cl (phosgene), solution, C(=O)(Cl)Cl (phosgene), CC1(NC(CCC1)(C)C)C (2,2,6,6-tetramethylpiperidine), C(CCCCCCC)NCCCCCCCC (di-n-octylamine). The solvent is C1(=CC=CC=C1)C (toluene), C1(=CC=CC=C1)C (toluene), C1(=CC=CC=C1)C (toluene). Product: C(CCCCCCC)N(C(=O)N1C(CCCC1(C)C)(C)C)CCCCCCCC (1-di-n-octylcarbamoyl-2,2,6,6-tetramethylpiperidine). Reaction SMILES: [C:1](Cl)(Cl)=[O:2].[CH3:5][C:6]1([CH3:14])[CH2:11][CH2:10][CH2:9][C:8]([CH3:13])([CH3:12])[NH:7]1.[CH2:15]([NH:23][CH2:24][CH2:25][CH2:26][CH2:27][CH2:28][CH2:29][CH2:30][CH3:31])[CH2:16][CH2:17][CH2:18][CH2:19][CH2:20][CH2:21][CH3:22]>C1(C)C=CC=CC=1>[CH2:24]([N:23]([CH2:15][CH2:16][CH2:17][CH2:18][CH2:19][CH2:20][CH2:21][CH3:22])[C:1]([N:7]1[C:8]([CH3:13])([CH3:12])[CH2:9][CH2:10][CH2:11][C:6]1([CH3:14])[CH3:5])=[O:2])[CH2:25][CH2:26][CH2:27][CH2:28][CH2:29][CH2:30][CH3:31]. Reported procedure: To a solution of phosgene in toluene (24.7 ml of a 20% solution, corresponding to 0.05 mol of phosgene) is added dropwise at -30°, within one hour, the solution of 14.2 g (0.1 mol) of 2,2,6,6-tetramethylpiperidine in 25 ml of toluene. Stirring is maintained at 0° for a further 2 hours; there are then added dropwise, within 2 hours, 26.7 g (0.11 mol) of di-n-octylamine in 25 ml of toluene, and the mixture is subsequently stirred for 16 hours at room temperature. In further processing, the salt wh...